This data is from the Open Reaction Database (ORD), a public repository of structured organic reaction records. The task is: describe an organic reaction: reactants, conditions, products, and yield The reactants are OC(C)(C)C=1N=C(NC1C(=O)OC)COC (methyl 4-(1-hydroxy-1-methylethyl)-2-methoxymethylimidazole-5-carboxylate), CC(C)([O-])C.[K+] (potassium t-butoxide), C(C)(C)(C)OC(=O)C1=C(C=CC=C1)C1=CC=C(CBr)C=C1 (4-[2-(t-butoxycarbonyl)phenyl]benzyl bromide). The product is C(C)(C)(C)OC(=O)C1=C(C=CC=C1)C1=CC=C(C=C1)N1C(NC(=C1C(=O)OC)C(C)(C)O)(COC)C (Methyl 1-{4-[2-(t-butoxycarbonyl)phenyl]phenyl}-methyl-4-(1-hydroxy-1methylethyl)-2-methoxymethylimidazole-5-carboxylate). Isolated yield 93.5%. RXN SMILES: [OH:1][C:2]([C:5]1[N:6]=[C:7]([CH2:14][O:15][CH3:16])[NH:8][C:9]=1[C:10]([O:12][CH3:13])=[O:11])([CH3:4])[CH3:3].[CH3:17]C(C)([O-])C.[K+].[C:23]([O:27][C:28]([C:30]1[CH:35]=[CH:34][CH:33]=[CH:32][C:31]=1[C:36]1[CH:43]=[CH:42][C:39](CBr)=[CH:38][CH:37]=1)=[O:29])([CH3:26])([CH3:25])[CH3:24]>>[C:23]([O:27][C:28]([C:30]1[CH:35]=[CH:34][CH:33]=[CH:32][C:31]=1[C:36]1[CH:43]=[CH:42][C:39]([N:8]2[C:9]([C:10]([O:12][CH3:13])=[O:11])=[C:5]([C:2]([OH:1])([CH3:3])[CH3:4])[NH:6][C:7]2([CH3:17])[CH2:14][O:15][CH3:16])=[CH:38][CH:37]=1)=[O:29])([CH3:26])([CH3:24])[CH3:25] |f:1.2|. Reported procedure: Following a procedure similar to that described in Example82(a), but using 230 mg of methyl 4-(1-hydroxy-1-methylethyl)-2-methoxymethylimidazole-5-carboxylate [prepared as described in Preparation 42(v)], 119 mg of potassium t-butoxide and 420 mg of 4-[2-(t-butoxycarbonyl)phenyl]benzyl bromide and then purifying the product by column chromatography through silica gel using a 1:2 by volume mixture of hexane and ethyl acetate as the eluent, 468 mg of the title compound were obtained as a syrup.